This data is from the Open Reaction Database (ORD), a public repository of structured organic reaction records. The task is: describe an organic reaction: reactants, conditions, products, and yield Reactants: ClC1=NC(=NC(=N1)N1CCOCC1)N1C(=NC2=C1C=CC=C2OC)C(F)F (1-[4-chloro-6-(4-morpholinyl)-1,3,5-triazin-2-yl]-2-(difluoromethyl)-4-methoxy-1H-benzimidazole), CC1(OB(OC1(C)C)C=1CCCN(C1)C(=O)OC(C)(C)C)C (tert-butyl 5-(4,4,5,5-tetramethyl-1,3,2-dioxaborolan-2-yl)-3,4-dihydropyridine-1(2H)-carboxylate), C(=O)([O-])[O-].[Na+].[Na+] (Na2CO3). The reagents and catalysts are C1=CC=C(C=C1)P([C-]2C=CC=C2)C3=CC=CC=C3.C1=CC=C(C=C1)P([C-]2C=CC=C2)C3=CC=CC=C3.Cl[Pd]Cl.[Fe+2] (PdCl2(dppf)). The solvent is O1CCOCC1 (dioxane). Product: hexanes EtOAc, FC(C1=NC2=C(N1C1=NC(=NC(=N1)N1CCOCC1)C=1CCCN(C1)C(=O)OC(C)(C)C)C=CC=C2OC)F (tert-butyl 5-[4-[2-(difluoromethyl)-4-methoxy-1H-benzimidazol-1-yl]-6-(4-morpholinyl)-1,3,5-triazin-2-yl]-3,4-dihydro-1(2H)-pyridinecarboxylate). Yield: 49.7%. RXN SMILES: Cl[C:2]1[N:7]=[C:6]([N:8]2[CH2:13][CH2:12][O:11][CH2:10][CH2:9]2)[N:5]=[C:4]([N:14]2[C:18]3[CH:19]=[CH:20][CH:21]=[C:22]([O:23][CH3:24])[C:17]=3[N:16]=[C:15]2[CH:25]([F:27])[F:26])[N:3]=1.CC1(C)C(C)(C)OB([C:36]2[CH2:37][CH2:38][CH2:39][N:40]([C:42]([O:44][C:45]([CH3:48])([CH3:47])[CH3:46])=[O:43])[CH:41]=2)O1.C([O-])([O-])=O.[Na+].[Na+]>O1CCOCC1.C1C=CC(P(C2C=CC=CC=2)[C-]2C=CC=C2)=CC=1.C1C=CC(P(C2C=CC=CC=2)[C-]2C=CC=C2)=CC=1.Cl[Pd]Cl.[Fe+2]>[F:26][CH:25]([F:27])[C:15]1[N:14]([C:4]2[N:5]=[C:6]([N:8]3[CH2:13][CH2:12][O:11][CH2:10][CH2:9]3)[N:7]=[C:2]([C:38]3[CH2:37][CH2:36][CH2:41][N:40]([C:42]([O:44][C:45]([CH3:48])([CH3:47])[CH3:46])=[O:43])[CH:39]=3)[N:3]=2)[C:18]2[CH:19]=[CH:20][CH:21]=[C:22]([O:23][CH3:24])[C:17]=2[N:16]=1 |f:2.3.4,6.7.8.9|. Reported procedure: A mixture of 1-[4-chloro-6-(4-morpholinyl)-1,3,5-triazin-2-yl]-2-(difluoromethyl)-4-methoxy-1H-benzimidazole (0.40 g, 1 mmol), tert-butyl 5-(4,4,5,5-tetramethyl-1,3,2-dioxaborolan-2-yl)-3,4-dihydropyridine-1(2H)-carboxylate (0.382 g, 1.24 mmol), PdCl2(dppf) (63 mg), and 2 M aqueous Na2CO3 (8 mL) in dioxane (40 mL) was refluxed under nitrogen for 2 hrs. The dioxane was removed under vacuum and the residue was extracted into CH2Cl2. Chromatography on silica eluting with hexanes/EtOAc (8:2) gave 0....